From a dataset of the Open Reaction Database (ORD), a public repository of structured organic reaction records. describe an organic reaction: reactants, conditions, products, and yield Reactants: C(C)(C)(C)OC(=O)N1C2C(C3=CC(=CC=C3CC21)OC(=O)OC(C)(C)C)(CC)CC (5-tert-Butoxycarbonyloxy-7,7-diethyl-1a,2,7,7a-tetrahydro-1-aza-cyclopropa[b]naphthalene-1-carboxylic acid tert-butyl ester), C1(=CC=C(C=C1)S(=O)(=O)[O-])C.[NH+]1=CC=CC=C1 (pyridinium p-toluene sulfonate), C([O-])(O)=O.[Na+] (sodium bicarbonate). Solvent: C(C)O (ethanol). Run at time 8 hour. Product: C(C)(C)(C)OC(OC1=CC=2C([C@H]([C@@H](CC2C=C1)OCC)NC(=O)OC(C)(C)C)(CC)CC)=O (Carbonic acid 7-tert-butoxycarbonylamino-trans-6-ethoxy-8,8-diethyl-5,6,7,8-tetrahydro-naphthalen-2-yl ester tert-butyl ester). RXN SMILES: [C:1]([O:5][C:6]([N:8]1[CH:18]2[CH:9]1[C:10]([CH2:29][CH3:30])([CH2:27][CH3:28])[C:11]1[C:16]([CH2:17]2)=[CH:15][CH:14]=[C:13]([O:19][C:20]([O:22][C:23]([CH3:26])([CH3:25])[CH3:24])=[O:21])[CH:12]=1)=[O:7])([CH3:4])([CH3:3])[CH3:2].[C:31]1([CH3:41])C=CC(S([O-])(=O)=O)=CC=1.[NH+]1C=CC=CC=1.C(=O)(O)[O-:49].[Na+]>C(O)C>[C:23]([O:22][C:20](=[O:21])[O:19][C:13]1[CH:14]=[CH:15][C:16]2[CH2:17][C@@H:18]([O:49][CH2:31][CH3:41])[C@H:9]([NH:8][C:6]([O:5][C:1]([CH3:2])([CH3:4])[CH3:3])=[O:7])[C:10]([CH2:29][CH3:30])([CH2:27][CH3:28])[C:11]=2[CH:12]=1)([CH3:26])([CH3:24])[CH3:25] |f:1.2,3.4|. Procedure details: 5-tert-Butoxycarbonyloxy-7,7-diethyl-1a,2,7,7a-tetrahydro-1-aza-cyclopropa[b]naphthalene-1-carboxylic acid tert-butyl ester (224.0 mg, 0.54 mmol) placed under Argon at room temperature was dissolved in anhydrous ethanol (8.0 mL). To this solution was added a catalytic amount of pyridinium p-toluene sulfonate. The reaction mixture was stirred overnight. The next day, the reaction mixture was poured into an aqueous solution of sodium bicarbonate and it was extracted using dichloromethane. The comb...